From a dataset of the Open Reaction Database (ORD), a public repository of structured organic reaction records. describe an organic reaction: reactants, conditions, products, and yield Product: Cl, NCCN1CCC(Cc2ccccc2)(C(=O)O)CC1. The reactants are CCOC(=O)C1(Cc2ccccc2)CCN(CCN)CC1, Cl. Reaction SMILES: [CH2:1]([CH3:2])[O:3][C:4](=[O:5])[C:6]1([CH2:15][c:16]2[cH:17][cH:18][cH:19][cH:20][cH:21]2)[CH2:7][CH2:8][N:9]([CH2:12][CH2:13][NH2:14])[CH2:10][CH2:11]1.[ClH:22]>>[ClH:22].[O:3]=[C:4]([OH:5])[C:6]1([CH2:15][c:16]2[cH:17][cH:18][cH:19][cH:20][cH:21]2)[CH2:7][CH2:8][N:9]([CH2:12][CH2:13][NH2:14])[CH2:10][CH2:11]1. The reactants are ice water, C(=O)(O)[O-].[Na+] (NaHCO3), BrCCF (1-Bromo-2-fluoroethane), [N+](=O)([O-])C=1C=CC2=C(CS(N2)(=O)=O)C1 (5-Nitro-1,3-dihydro-2H-2,1-benzisothiazole-2,2-dione). Run in O (H2O). Run at temperature 80 celsius. Product: FCCN1S(CC2=C1C=CC(=C2)[N+](=O)[O-])(=O)=O (1-(2-fluoroethyl)-5-nitro-1,3-dihydro-2H-2,1-benzisothiazole-2,2-dione). The yield is 66.9%. RXN SMILES: C([O-])(O)=O.[Na+].[N+:6]([C:9]1[CH:10]=[CH:11][C:12]2[NH:16][S:15](=[O:18])(=[O:17])[CH2:14][C:13]=2[CH:19]=1)([O-:8])=[O:7].Br[CH2:21][CH2:22][F:23]>O>[F:23][CH2:22][CH2:21][N:16]1[C:12]2[CH:11]=[CH:10][C:9]([N+:6]([O-:8])=[O:7])=[CH:19][C:13]=2[CH2:14][S:15]1(=[O:18])=[O:17] |f:0.1|. Procedure: NaHCO3 (0.93 g, 11.0 mmol) is dissolved in H2O (15 mL) and 5-Nitro-1,3-dihydro-2H-2,1-benzisothiazole-2,2-dione (1) (1.90 g, 8.9 mmol) is added with stirring. The mixture is heated to 80° C. for 0.5 hrs and a yellow solid formed. The mixture is cooled to 0° C. and filtered. The solid is washed with cold H2O (15 mL) then with cold EtOH (25 mL). The yellow solid thus obtained is dried under high vacuum then dissolved in dry DMF (15 mL). 1-Bromo-2-fluoroethane (1.52 mL, 20.0 mmol) is added and the ...